This data is from the Open Reaction Database (ORD), a public repository of structured organic reaction records. The task is: describe an organic reaction: reactants, conditions, products, and yield Starting materials: COC(=O)C1CC(O[Si](C)(C)C(C)(C)C)CN1C(=O)OC(C)(C)C, C1CCOC1, CC(C)[N-]C(C)C, CI, [Li+]. Product: COC(=O)C1(C)CC(O[Si](C)(C)C(C)(C)C)CN1C(=O)OC(C)(C)C. As a reaction SMILES: [C:9]([CH3:10])([CH3:11])([CH3:12])[Si:13]([O:14][CH:15]1[CH2:16][CH:17]([C:27](=[O:28])[O:29][CH3:30])[N:18]([C:20](=[O:21])[O:22][C:23]([CH3:24])([CH3:25])[CH3:26])[CH2:19]1)([CH3:31])[CH3:32].[CH2:35]1[O:36][CH2:37][CH2:38][CH2:39]1.[CH3:2][CH:3]([N-:4][CH:5]([CH3:6])[CH3:7])[CH3:8].[CH3:33][I:34].[Li+:1]>>[CH3:2][C:17]1([C:27](=[O:28])[O:29][CH3:30])[CH2:16][CH:15]([O:14][Si:13]([C:9]([CH3:10])([CH3:11])[CH3:12])([CH3:31])[CH3:32])[CH2:19][N:18]1[C:20](=[O:21])[O:22][C:23]([CH3:24])([CH3:25])[CH3:26]. Starting materials: COc1ccc(CN)c(OC)c1, CCOC=O. Yields the product COc1ccc(CNC=O)c(OC)c1. Reaction SMILES: [CH3:1][O:2][c:3]1[c:4]([CH2:5][NH2:6])[cH:7][cH:8][c:9]([O:11][CH3:12])[cH:10]1.[CH:13](=[O:14])[O:15][CH2:16][CH3:17]>>[CH3:1][O:2][c:3]1[c:4]([CH2:5][NH:6][CH:13]=[O:14])[cH:7][cH:8][c:9]([O:11][CH3:12])[cH:10]1. Reactants: COC(=O)C=1C=C(C=C2C1CC(O2)C)OC2=CC=C(C=C2)S(=O)(=O)C (6-(4-methanesulfonyl-phenoxy)-2-methyl-2,3-dihydro-benzofuran-4-carboxylic acid methyl ester), CN1N=C(C=C1)NC(=O)C1=CC2=C(CC(O2)COC)C(=C1)O (4-hydroxy-2-methoxymethyl-2,3-dihydro-benzofuran-6-carboxylic acid (1-methyl-1H-pyrazol-3-yl)-amide), N1(CCC1)C(=O)C1=C(C=C(C=C1)F)F (azetidin-1-yl-(2,4-difluoro-phenyl)-methanone). The product is CN1N=C(C=C1)NC(=O)C1=CC2=C(CC(O2)COC)C(=C1)OC1=CC(=C(C=C1)C(=O)N1CCC1)F (4-[4-(Azetidine-1-carbonyl)-3-fluoro-phenoxy]-2-methoxymethyl-2,3-dihydro-benzofuran-6-carboxylic acid (1-methyl-1H-pyrazol-3-yl)-amide). As a reaction SMILES: COC(C1C=C(OC2C=CC(S(C)(=O)=O)=CC=2)C=C2OC(C)CC=12)=O.[CH3:26][N:27]1[CH:31]=[CH:30][C:29]([NH:32][C:33]([C:35]2[CH:46]=[C:45]([OH:47])[C:38]3[CH2:39][CH:40]([CH2:42][O:43][CH3:44])[O:41][C:37]=3[CH:36]=2)=[O:34])=[N:28]1.[N:48]1([C:52]([C:54]2[CH:59]=[CH:58][C:57](F)=[CH:56][C:55]=2[F:61])=[O:53])[CH2:51][CH2:50][CH2:49]1>>[CH3:26][N:27]1[CH:31]=[CH:30][C:29]([NH:32][C:33]([C:35]2[CH:46]=[C:45]([O:47][C:57]3[CH:58]=[CH:59][C:54]([C:52]([N:48]4[CH2:51][CH2:50][CH2:49]4)=[O:53])=[C:55]([F:61])[CH:56]=3)[C:38]3[CH2:39][CH:40]([CH2:42][O:43][CH3:44])[O:41][C:37]=3[CH:36]=2)=[O:34])=[N:28]1. Reported procedure: The title compound was prepared in a similar manner as described for Intermediate 1f, from 4-hydroxy-2-methoxymethyl-2,3-dihydro-benzofuran-6-carboxylic acid (1-methyl-1H-pyrazol-3-yl)-amide (204d) and azetidin-1-yl-(2,4-difluoro-phenyl)-methanone. 1H NMR (400 MHz, CDCl3) δ 8.43 (s, 1 H) 7.54 (t, J=8.08 Hz, 1 H) 7.28 (d, J=2.27 Hz, 1 H) 7.13 (s, 1 H) 7.08 (s, 1 H) 6.81 (dd, J=8.59, 2.27 Hz, 1 H) 6.78 (d, J=2.02 Hz, 1 H) 6.68 (dd, J=11.12, 2.27 Hz, 1 H) 5.00-5.08 (m, 1 H) 4.22 (t, J=7.71 Hz, 2 H)... Reactants: C(C)(C)(C)C=1N=C(SC1)C=1OC2=C(C1)C=C(C=C2)C=CC2=C(C=CC=C2)C(=O)OCC (4-tert-butyl-2-[5-{2-(2-ethoxycarbonylphenyl)ethenyl}benzofuran-2-yl]thiazole). The reagents and catalysts are [Pd] (palladium on carbon). Run in CO (methanol). Conditions: time 3 hour. Product: C(C)(C)(C)C=1N=C(SC1)C=1OC2=C(C1)C=C(C=C2)CCC2=C(C=CC=C2)C(=O)OCC (4-tert-butyl-2-[5-{2-(2-ethoxycarbonylphenyl)ethyl}benzofuran-2-yl]thiazole). The yield is 107.5%. RXN SMILES: [C:1]([C:5]1[N:6]=[C:7]([C:10]2[O:11][C:12]3[CH:18]=[CH:17][C:16]([CH:19]=[CH:20][C:21]4[CH:26]=[CH:25][CH:24]=[CH:23][C:22]=4[C:27]([O:29][CH2:30][CH3:31])=[O:28])=[CH:15][C:13]=3[CH:14]=2)[S:8][CH:9]=1)([CH3:4])([CH3:3])[CH3:2]>CO.[Pd]>[C:1]([C:5]1[N:6]=[C:7]([C:10]2[O:11][C:12]3[CH:18]=[CH:17][C:16]([CH2:19][CH2:20][C:21]4[CH:26]=[CH:25][CH:24]=[CH:23][C:22]=4[C:27]([O:29][CH2:30][CH3:31])=[O:28])=[CH:15][C:13]=3[CH:14]=2)[S:8][CH:9]=1)([CH3:4])([CH3:2])[CH3:3]. Reported procedure: To a solution of 4-tert-butyl-2-[5-{2-(2-ethoxycarbonylphenyl)ethenyl}benzofuran-2-yl]thiazole (250 mg) in methanol (20.0 ml), 10% palladium on carbon (140 mg) was added. The mixture was hydrogenated for 3 hours (3.0-2.3 atm). The catalyst was removed by filtration and washed with methanol. The filtrate was evaporated under reduced pressure to give 4-tert-butyl-2-[5-{2-(2-ethoxycarbonylphenyl)ethyl}benzofuran-2-yl]thiazole (270 mg). Yields the product CC1CCCC(C)N1CCN. RXN SMILES: [CH3:12][CH2:13][OH:14].[CH3:1][CH:2]1[N:3]([CH2:9][C:10]#[N:11])[CH:4]([CH3:8])[CH2:5][CH2:6][CH2:7]1>>[CH3:1][CH:2]1[N:3]([CH2:9][CH2:10][NH2:11])[CH:4]([CH3:8])[CH2:5][CH2:6][CH2:7]1. Reactants: CCO, CC1CCCC(C)N1CC#N.